This data is from the Open Reaction Database (ORD), a public repository of structured organic reaction records. The task is: describe an organic reaction: reactants, conditions, products, and yield Reactants: Ice water, acid chloride, NC1=C(C=C(C=C1)C)O (2-amino-5-methyl phenol), ClC1=C(C(=O)O)C=C(C=C1)[N+](=O)[O-] (2-chloro-5-nitrobenzoic acid), S(=O)(Cl)Cl (thionyl chloride), C(C)(=O)[O-].[Na+] (sodium acetate), acid chloride. Solvent: O (water), O1CCOCC1 (dioxane). Conditions: temperature 50 celsius, time 45 minute. The product is [N+](=O)([O-])C=1C=CC2=C(C(NC3=C(O2)C=C(C=C3)C)=O)C1 (2-nitro-7-methyldibenz[b,f][1,4]oxazepin-11(10H)-one). Yield: 41.8%. Reaction SMILES: Cl[C:2]1[CH:10]=[CH:9][C:8]([N+:11]([O-:13])=[O:12])=[CH:7][C:3]=1[C:4]([OH:6])=O.S(Cl)(Cl)=O.[NH2:18][C:19]1[CH:24]=[CH:23][C:22]([CH3:25])=[CH:21][C:20]=1[OH:26].C([O-])(=O)C.[Na+]>O1CCOCC1.O>[N+:11]([C:8]1[CH:9]=[CH:10][C:2]2[O:26][C:20]3[CH:21]=[C:22]([CH3:25])[CH:23]=[CH:24][C:19]=3[NH:18][C:4](=[O:6])[C:3]=2[CH:7]=1)([O-:13])=[O:12] |f:3.4|. Reported procedure: A mixture of 20.2 g (0.1 mole) of 2-chloro-5-nitrobenzoic acid and 8.4 ml thionyl chloride in 100 ml of dioxane was refluxed for 90 minutes. The solution was cooled to 50° C. and added to a suspension of 12.3 g (0.1 mole) of 2-amino-5-methyl phenol in 50 ml of water. After about half of the acid chloride was added, 8.2 g sodium acetate was added, then the rest of the acid chloride was added dropwise. The reaction mixture was stirred for 45 minutes at 50° C. Ice water was added to the mixture wit...